This data is from the Open Reaction Database (ORD), a public repository of structured organic reaction records. The task is: describe an organic reaction: reactants, conditions, products, and yield Reactants: cyclic amine, sulfonate ester, OCCN1CCNCC1 (N-β-hydroxyethyl-piperazine), CS(=O)(=O)CC#CC1C2=C(C=CC3=C1C=CC=C3)C=CC=C2 (5-(3-methanesulfonylprop-1-ynyl)-5H-dibenzo[a,d]cycloheptene). The solvent is ClCCl (dichloromethane). The product is OCCN1CCN(CC1)CC#CC1C2=C(C=CC3=C1C=CC=C3)C=CC=C2 (5-[3-(N'-β-hydroxyethyl-1-piperazinyl)prop-1-ynyl]-5H-dibenzo[a,d]cycloheptene). RXN SMILES: [OH:1][CH2:2][CH2:3][N:4]1[CH2:9][CH2:8][NH:7][CH2:6][CH2:5]1.CS([CH2:14][C:15]#[C:16][CH:17]1[C:23]2[CH:24]=[CH:25][CH:26]=[CH:27][C:22]=2[CH:21]=[CH:20][C:19]2[CH:28]=[CH:29][CH:30]=[CH:31][C:18]1=2)(=O)=O>ClCCl>[OH:1][CH2:2][CH2:3][N:4]1[CH2:9][CH2:8][N:7]([CH2:14][C:15]#[C:16][CH:17]2[C:18]3[CH:31]=[CH:30][CH:29]=[CH:28][C:19]=3[CH:20]=[CH:21][C:22]3[CH:27]=[CH:26][CH:25]=[CH:24][C:23]2=3)[CH2:6][CH2:5]1. Procedure details: This preparation illustrates methods of preparing cyclic amine derivatives of formula A. In this preparation 1 gram of N-β-hydroxyethyl-piperazine is added to a solution containing 0.31 g. of 5-(3-methanesulfonylprop-1-ynyl)-5H-dibenzo[a,d]cycloheptene, according to Example 3, in 20 ml. of dichloromethane at 0°C. The resulting mixture is monitored by thin-layer chromatographic analysis and allowed to stand at room temperature until conversion of the sulfonate ester is essentially complete. The m...